The task is: describe an organic reaction: reactants, conditions, products, and yield. This data is from the Open Reaction Database (ORD), a public repository of structured organic reaction records. Reactants: C(#N)C1=C(C=2N(N=C1)C=C(C2C)NC(OCC2=CC=CC=C2)=O)NC2=CC=C(C=C2)OC2=CC=CC=C2 ([3-Cyano-5-methyl-4-[(4-phenoxyphenyl)amino]pyrrolo[1,2-b]pyridazin-6-yl]carbamic acid, phenylmethyl ester), Cl (HCl). The reagents and catalysts are [Pd] (Pd/C). Run in CO (MeOH). Run at time 30 minute. Yields the product NC=1C(=C2N(N=CC(=C2NC2=CC=C(C=C2)OC2=CC=CC=C2)C#N)C1)C (6-Amino-5-methyl-4-[(4-phenoxyphenyl)amino]pyrrolo[1,2-b]pyridazine-3-carbonitrile). Isolated yield 109.8%. RXN SMILES: [C:1]([C:3]1[CH:8]=[N:7][N:6]2[CH:9]=[C:10]([NH:13]C(=O)OCC3C=CC=CC=3)[C:11]([CH3:12])=[C:5]2[C:4]=1[NH:24][C:25]1[CH:30]=[CH:29][C:28]([O:31][C:32]2[CH:37]=[CH:36][CH:35]=[CH:34][CH:33]=2)=[CH:27][CH:26]=1)#[N:2].Cl>CO.[Pd]>[NH2:13][C:10]1[C:11]([CH3:12])=[C:5]2[C:4]([NH:24][C:25]3[CH:26]=[CH:27][C:28]([O:31][C:32]4[CH:37]=[CH:36][CH:35]=[CH:34][CH:33]=4)=[CH:29][CH:30]=3)=[C:3]([C:1]#[N:2])[CH:8]=[N:7][N:6]2[CH:9]=1. Procedure: To a solution of compound 11A (40 mg, 0.082 mmol) in MeOH (4 mL) was added Pd/C (12 mg), and the reaction mixture was stirred under hydrogen (1 atm) for 30 minutes, after which time HCl (4M in dioxane, 0.1 mL) was added. The reaction mixture was filtered and the filtrate concentrated in vacuo to provide 32 mg of compound 11B as an orange solid (quantitative yield as HCl salt). HPLC: 100% at 2.90 min (retention time) (YMC S5 ODS column, 4.6×50 mm eluting with 10-90% McOH/H2O over 4 minutes contai... The reactants are CCCCCCCCN(CC(=O)NOCc1ccccc1)S(=O)(=O)c1ccc(C)cc1, CCO. The product is CCCCCCCCN(CC(=O)NO)S(=O)(=O)c1ccc(C)cc1. As a reaction SMILES: [CH2:1]([c:2]1[cH:3][cH:4][cH:5][cH:6][cH:7]1)[O:8][NH:9][C:10]([CH2:11][N:12]([S:13](=[O:14])(=[O:15])[c:16]1[cH:17][cH:18][c:19]([CH3:22])[cH:20][cH:21]1)[CH2:23][CH2:24][CH2:25][CH2:26][CH2:27][CH2:28][CH2:29][CH3:30])=[O:31].[CH3:32][CH2:33][OH:34]>>[OH:8][NH:9][C:10]([CH2:11][N:12]([S:13](=[O:14])(=[O:15])[c:16]1[cH:17][cH:18][c:19]([CH3:22])[cH:20][cH:21]1)[CH2:23][CH2:24][CH2:25][CH2:26][CH2:27][CH2:28][CH2:29][CH3:30])=[O:31]. The reactants are ClCC(=O)NC1CCCN(C2=C1C=CC=C2)C(C2=CC=C(C=C2)NC(C2=C(C=CC=C2)C)=O)=O (5-(2-chloroacetylamino)-1-[4-(2-methylbenzoylamino)benzoyl]-2,3,4,5-tetrahydro-1H-benzazepine), N1C=NC=C1 (imidazole), C([O-])([O-])=O.[K+].[K+] (potassium carbonate). Run in C(C)#N (acetonitrile). Product: N1(C=NC=C1)CC(=O)NC1CCCN(C2=C1C=CC=C2)C(C2=CC=C(C=C2)NC(C2=C(C=CC=C2)C)=O)=O (5-[2-(1-imidazolyl)acetylamino]-1-[4-(2-methylbenzoylamino)benzoyl]-2,3,4,5-tetrahydro-1H-benzazepine). Yield: 23.4%. Reaction SMILES: Cl[CH2:2][C:3]([NH:5][CH:6]1[C:12]2[CH:13]=[CH:14][CH:15]=[CH:16][C:11]=2[N:10]([C:17](=[O:34])[C:18]2[CH:23]=[CH:22][C:21]([NH:24][C:25](=[O:33])[C:26]3[CH:31]=[CH:30][CH:29]=[CH:28][C:27]=3[CH3:32])=[CH:20][CH:19]=2)[CH2:9][CH2:8][CH2:7]1)=[O:4].[NH:35]1[CH:39]=[CH:38][N:37]=[CH:36]1.C(=O)([O-])[O-].[K+].[K+]>C(#N)C>[N:35]1([CH2:2][C:3]([NH:5][CH:6]2[C:12]3[CH:13]=[CH:14][CH:15]=[CH:16][C:11]=3[N:10]([C:17](=[O:34])[C:18]3[CH:23]=[CH:22][C:21]([NH:24][C:25](=[O:33])[C:26]4[CH:31]=[CH:30][CH:29]=[CH:28][C:27]=4[CH3:32])=[CH:20][CH:19]=3)[CH2:9][CH2:8][CH2:7]2)=[O:4])[CH:39]=[CH:38][N:37]=[CH:36]1 |f:2.3.4|. Procedure details: A mixed solution of 5-(2-chloroacetylamino)-1-[4-(2-methylbenzoylamino)benzoyl]-2,3,4,5-tetrahydro-1H-benzazepine (0.6 g), imidazole (0.1 g) and potassium carbonate (0.19 g) in acetonitrile (30 ml) is refluxed for 8 hours. The reaction solution is concentrated and the resulting residue is washed with water and separated by decantation. The remainder is purified by silica gel column chromatography (eluent; dichloromethane:methanol=20:1→15:1), and recrystallized from ethanol/n-hexane to give 5-[2-... Reactants: O=C([O-])[O-], CN1CNS(=O)(=O)c2cnccc21, CC#N, [K+], [K+], COS(=O)(=O)c1ccc(C)cc1. The product is CN1CN(C)S(=O)(=O)c2cnccc21. RXN SMILES: [C:14](=[O:15])([O-:16])[O-:17].[CH3:1][N:2]1[CH2:3][NH:4][S:5](=[O:12])(=[O:13])[c:6]2[c:7]1[cH:8][cH:9][n:10][cH:11]2.[CH3:32][C:33]#[N:34].[K+:18].[K+:19].[c:20]1([CH3:21])[cH:22][cH:23][c:24]([S:25]([O:26][CH3:27])(=[O:28])=[O:29])[cH:30][cH:31]1>>[CH3:1][N:2]1[CH2:3][N:4]([CH3:14])[S:5](=[O:12])(=[O:13])[c:6]2[c:7]1[cH:8][cH:9][n:10][cH:11]2. The reactants are FC(COC1=C(C=CC=C1)N1CCNCC1)(F)F (1-[2-(2,2,2-trifluoroethoxy)phenyl]piperazine), ClCCCN1C(N(C=C(C1=O)C)CC=1OC=CC1)=O (3-(3-chloropropyl)-1-fur-2-ylmethyl-5-methyl-2,4(1H,3H)-pyrimidinedione). The product is Cl.FC(COC1=C(C=CC=C1)N1CCN(CC1)CCCN1C(N(C=C(C1=O)C)CC=1OC=CC1)=O)(F)F (3-(3-{4-[2-(2,2,2-trifluoroethoxy)phenyl]piperazine-1-yl}propyl)-1-fur-2-ylmethyl-5-methyl-2,4(1H,3H)-pyrimidinedione hydrochloride). RXN SMILES: [F:1][C:2]([F:18])([F:17])[CH2:3][O:4][C:5]1[CH:10]=[CH:9][CH:8]=[CH:7][C:6]=1[N:11]1[CH2:16][CH2:15][NH:14][CH2:13][CH2:12]1.[Cl:19][CH2:20][CH2:21][CH2:22][N:23]1[C:28](=[O:29])[C:27]([CH3:30])=[CH:26][N:25]([CH2:31][C:32]2[O:33][CH:34]=[CH:35][CH:36]=2)[C:24]1=[O:37]>>[ClH:19].[F:18][C:2]([F:1])([F:17])[CH2:3][O:4][C:5]1[CH:10]=[CH:9][CH:8]=[CH:7][C:6]=1[N:11]1[CH2:16][CH2:15][N:14]([CH2:20][CH2:21][CH2:22][N:23]2[C:28](=[O:29])[C:27]([CH3:30])=[CH:26][N:25]([CH2:31][C:32]3[O:33][CH:34]=[CH:35][CH:36]=3)[C:24]2=[O:37])[CH2:13][CH2:12]1 |f:2.3|. Reported procedure: substituting 1-[2-(2,2,2-trifluoroethoxy)phenyl]piperazine and 3-(3-chloropropyl)-1-fur-2-ylmethyl-5-methyl-2,4(1H,3H)-pyrimidinedione gave 3-(3-{4-[2-(2,2,2-trifluoroethoxy)phenyl]piperazine-1-yl}propyl)-1-fur-2-ylmethyl-5-methyl-2,4(1H,3H)-pyrimidinedione hydrochloride, m.p. 132°-134° C.; Anal.: Calcd. for C25H29F3N4O4.(HCl)2 : C, 51.81; H, 5.39; N, 9.66%; Found: C, 51.89; H, 5.44; N, 9.55%; Starting materials: C(C)(C)(C)OC(CN1C(=CC=C1C=1C=CC2=C(C(OC(N2)=O)(C)C)C1)C#N)=O (tert-butyl[2-cyano-5-(4,4-dimethyl-2-oxo-1,4-dihydro-2H-3,1-benzoxazin-6-yl)-1H-pyrrol-1-yl]acetate), [OH-].[Na+] (sodium hydroxide), Cl (hydrochloric acid). Solvent: C(C)O (ethanol). The product is C(#N)C=1N(C(=CC1)C=1C=CC2=C(C(OC(N2)=O)(C)C)C1)CC(=O)O ([2-Cyano-5-(4,4-dimethyl-2-oxo-1,4-dihydro-2H-3,1-benzoxazin-6-yl)-1H-pyrrol-1-yl]acetic acid). As a reaction SMILES: C([O:5][C:6](=[O:28])[CH2:7][N:8]1[C:12]([C:13]2[CH:14]=[CH:15][C:16]3[NH:21][C:20](=[O:22])[O:19][C:18]([CH3:24])([CH3:23])[C:17]=3[CH:25]=2)=[CH:11][CH:10]=[C:9]1[C:26]#[N:27])(C)(C)C.[OH-].[Na+].Cl>C(O)C>[C:26]([C:9]1[N:8]([CH2:7][C:6]([OH:28])=[O:5])[C:12]([C:13]2[CH:14]=[CH:15][C:16]3[NH:21][C:20](=[O:22])[O:19][C:18]([CH3:24])([CH3:23])[C:17]=3[CH:25]=2)=[CH:11][CH:10]=1)#[N:27] |f:1.2|. Reported procedure: A solution of tert-butyl[2-cyano-5-(4,4-dimethyl-2-oxo-1,4-dihydro-2H-3,1-benzoxazin-6-yl)-1H-pyrrol-1-yl]acetate (2.2 g, 5.8 mmol), and sodium hydroxide (1.6 g, 40 mmol) in ethanol (200 ml) was heated to reflux for 2 hours. After cooling to room temperature the mixture was acidified with diluted hydrochloric acid, and extracted with ethylacetate. The ethylacetate solution was dried over magnesium sulfate, filtered, and concentrated in vacuo. Recrystallization from ethylacetate/hexane afforded t...